Dataset: the Open Reaction Database (ORD), a public repository of structured organic reaction records. Task: describe an organic reaction: reactants, conditions, products, and yield The reactants are COc1ccc(CNc2cccc(C(=O)OC(C)(C)C)c2)cc1, CO, COc1ccc(CN(c2cc(Cl)nn3c(C#N)cnc23)C2CC2)cc1. Yields the product COc1ccc(CN(c2cccc(C(=O)OC(C)(C)C)c2)c2cc(Cl)nn3c(C#N)cnc23)cc1. As a reaction SMILES: [CH3:1][O:2][c:3]1[cH:4][cH:5][c:6]([CH2:7][NH:8][c:9]2[cH:10][c:11]([C:12](=[O:13])[O:14][C:15]([CH3:16])([CH3:17])[CH3:18])[cH:19][cH:20][cH:21]2)[cH:22][cH:23]1.[CH3:49][OH:50].[Cl:24][c:25]1[cH:26][c:27]([N:36]([CH:37]2[CH2:38][CH2:39]2)[CH2:40][c:41]2[cH:42][cH:43][c:44]([O:45][CH3:46])[cH:47][cH:48]2)[c:28]2[n:29]([n:30]1)[c:31]([C:34]#[N:35])[cH:32][n:33]2>>[CH3:1][O:2][c:3]1[cH:4][cH:5][c:6]([CH2:7][N:8]([c:9]2[cH:10][c:11]([C:12](=[O:13])[O:14][C:15]([CH3:16])([CH3:17])[CH3:18])[cH:19][cH:20][cH:21]2)[c:27]2[cH:26][c:25]([Cl:24])[n:30][n:29]3[c:28]2[n:33][cH:32][c:31]3[C:34]#[N:35])[cH:22][cH:23]1. Starting materials: ClC1=NC(=CC(=C1)I)Cl (2,6-dichloro-4-iodopyridine), CN1N=CC(=C1)B1OC(C(O1)(C)C)(C)C (1-methyl-4-(4,4,5,5-tetramethyl-1,3,2-dioxaborolan-2-yl)-1 H-pyrazole), C([O-])([O-])=O.[K+].[K+] (potassium carbonate), O1CCOCC1 (1,4-dioxane). The solvent is O (water), C(C)(=O)OCC (ethyl acetate). Conditions: temperature 90 celsius, time 2 hour. Product: ClC1=NC(=CC(=C1)C=1C=NN(C1)C)Cl (2,6-Dichloro-4-(1-methyl-1H-pyrazol-4-yl)pyridine). Yield: 61.9%. RXN SMILES: [Cl:1][C:2]1[CH:7]=[C:6](I)[CH:5]=[C:4]([Cl:9])[N:3]=1.[CH3:10][N:11]1[CH:15]=[C:14](B2OC(C)(C)C(C)(C)O2)[CH:13]=[N:12]1.C(=O)([O-])[O-].[K+].[K+].O1CCOCC1>C(OCC)(=O)C.O>[Cl:1][C:2]1[CH:7]=[C:6]([C:14]2[CH:13]=[N:12][N:11]([CH3:10])[CH:15]=2)[CH:5]=[C:4]([Cl:9])[N:3]=1 |f:2.3.4|. Procedure: 500 mg of 2,6-dichloro-4-iodopyridine, 379 mg of 1-methyl-4-(4,4,5,5-tetramethyl-1,3,2-dioxaborolan-2-yl)-1 H-pyrazole, 753 mg of potassium carbonate and 74 mg of 1,1′-bis(diphenylphosphino)ferrocene-palladium(II)dichloride-dichloromethane complex were added in turn to a degassed mixed solvent of 7.5 ml of 1,4-dioxane and 2.5 ml of water, and the mixture was stirred at 90° C. for 2 hours under argon atmosphere. The reaction solution was diluted with ethyl acetate. The solution was washed in turn... The reactants are COC(=O)C1=NC(=C(C=C1)C=1COCC1)OCC1CC1 (6-(cyclopropylmethoxy)-5-(2,5-dihydrofuran-3-yl)-pyridine-2-carboxylic acid methyl ester), COC(=O)C1=NC(=C(C=C1)Br)OCC1CC1 (5-bromo-6-(cyclopropylmethoxy)-pyridine-2-carboxylic acid methyl ester), O1CC=CC1 (2,5-dihydrofuran), C(C)(=O)[O-].[Na+] (sodium acetate), C(C)(C)(C)P(C(C)(C)C)C(C)(C)C (tri-tert-butylphosphine). Reagents/catalysts: C(C)(=O)[O-].[Pd+2].C(C)(=O)[O-] (palladium(II) acetate). Run in CN(C)C=O (DMF), O (Water). Reaction conditions: temperature 120 celsius, time 2.5 hour. Yields the product COC(=O)C1=NC(=C(C=C1)C=1COCC1)OCC1CC1 (6-(cyclopropylmethoxy)-5-(2,5-dihydrofuran-3-yl)-pyridine-2-carboxylic acid methyl ester), COC(=O)C1=NC(=C(C=C1)C=1OCCC1)OCC1CC1 (6-(cyclopropylmethoxy)-5-(4,5-dihydrofuran-2-yl)-pyridine-2-carboxylic acid methyl ester). Yield: 79.0%. As a reaction SMILES: [CH3:1][O:2][C:3]([C:5]1[CH:10]=[CH:9][C:8](Br)=[C:7]([O:12][CH2:13][CH:14]2[CH2:16][CH2:15]2)[N:6]=1)=[O:4].[O:17]1[CH2:21][CH:20]=[CH:19][CH2:18]1.C([O-])(=O)C.[Na+].C(P(C(C)(C)C)C(C)(C)C)(C)(C)C.[CH3:40][O:41][C:42]([C:44]1[CH:49]=[CH:48][C:47]([C:50]2[CH2:51][O:52][CH2:53][CH:54]=2)=[C:46]([O:55][CH2:56][CH:57]2[CH2:59][CH2:58]2)[N:45]=1)=[O:43]>CN(C=O)C.C([O-])(=O)C.[Pd+2].C([O-])(=O)C.O>[CH3:40][O:41][C:42]([C:44]1[CH:49]=[CH:48][C:47]([C:50]2[CH2:51][O:52][CH2:53][CH:54]=2)=[C:46]([O:55][CH2:56][CH:57]2[CH2:59][CH2:58]2)[N:45]=1)=[O:43].[CH3:1][O:2][C:3]([C:5]1[CH:10]=[CH:9][C:8]([C:18]2[O:17][CH2:21][CH2:20][CH:19]=2)=[C:7]([O:12][CH2:13][CH:14]2[CH2:16][CH2:15]2)[N:6]=1)=[O:4] |f:2.3,7.8.9|. Procedure: A mixture of 5-bromo-6-(cyclopropylmethoxy)-pyridine-2-carboxylic acid methyl ester (0.5 g, 1.7 mmol), 2,5-dihydrofuran (CAN 1708-29-8, 1.2 g, 17 mmol), palladium(II) acetate (CAN 3375-31-3, 0.02 g, 0.09 mmol), sodium acetate (0.17 g, 2 mmol) and tri-tert-butylphosphine (CAN 13716-12-6, 0.037 g, 0.2 mmol) in DMF (10 mL) was stirred at 120° C. for 2.5 h under a nitrogen atmosphere. Water was poured into the reaction mixture and the resulting mixture was extracted with ethyl acetate (3×30 mL). The... Starting materials: P(OCC)(OCC)[O-] (diethyl phosphite), BrC(Br)(Br)Br (Perbromomethane), CCN(C(C)C)C(C)C (DIPEA), CN(C(=O)C1=C(C(=C(N1C1=CC=C(C=C1)OC)C(=O)OCC)O)O)C (ethyl 5-(dimethylcarbamoyl)-3,4-dihydroxy-1-(4-methoxyphenyl)-1H-pyrrole-2-carboxylate). The reagents and catalysts are CN(C)C=1C=CN=CC1 (DMAP). Run in CC#N (MeCN). Reaction conditions: time 30 minute. The product is C(C)OP(=O)(OCC)OC1=C(N(C(=C1OP(=O)(OCC)OCC)C(N(C)C)=O)C1=CC=C(C=C1)OC)C(=O)OCC (ethyl 3,4-bis((diethoxyphosphoryl)oxy)-5-(dimethylcarbamoyl)-1-(4-methoxyphenyl)-1H-pyrrole-2-carboxylate). Yield: 22.6%. RXN SMILES: BrC(Br)(Br)Br.CCN([CH:12]([CH3:14])C)C(C)C.[CH3:15][N:16]([CH3:39])[C:17]([C:19]1[N:23]([C:24]2[CH:29]=[CH:28][C:27]([O:30][CH3:31])=[CH:26][CH:25]=2)[C:22]([C:32]([O:34][CH2:35][CH3:36])=[O:33])=[C:21]([OH:37])[C:20]=1[OH:38])=[O:18].[P:40]([O-:47])([O:44][CH2:45][CH3:46])[O:41][CH2:42][CH3:43]>CN(C1C=CN=CC=1)C.CC#N>[CH2:42]([O:41][P:40]([O:37][C:21]1[C:20]([O:38][P:40]([O:47][CH2:12][CH3:14])([O:41][CH2:42][CH3:43])=[O:44])=[C:19]([C:17](=[O:18])[N:16]([CH3:15])[CH3:39])[N:23]([C:24]2[CH:25]=[CH:26][C:27]([O:30][CH3:31])=[CH:28][CH:29]=2)[C:22]=1[C:32]([O:34][CH2:35][CH3:36])=[O:33])([O:44][CH2:45][CH3:46])=[O:47])[CH3:43]. Procedure: Perbromomethane (207 mg, 0.62 mmol) and DIPEA (131 μL, 0.75 mmol) were added successively to a solution of DMAP (3.05 mg, 0.03 mmol) and ethyl 5-(dimethylcarbamoyl)-3,4-dihydroxy-1-(4-methoxyphenyl)-1H-pyrrole-2-carboxylate (UL1-012) (87 mg, 0.25 mmol) in MeCN (3 mL) at −10° C. The reaction mixture was allowed to stir for 30 min and diethyl phosphite (166 μL, 0.75 mmol) added, the reaction was allowed to warm slowly to RT and stirred for 3 h. The reaction was quenched with 5% NaH2PO4 (aq.) (20 m...